This data is from the Open Reaction Database (ORD), a public repository of structured organic reaction records. The task is: describe an organic reaction: reactants, conditions, products, and yield Starting materials: S1C(=CC=C1)C=1N(C(NN1)=O)C (5-(2-thienyl)-2,4-dihydro -4-methyl-3H-1,2,4-triazol-3-one), ClC1=CC=C(C=C1)C=1N(C(NN1)=O)CC (5-(4-chlorophenyl)-2,4-dihydro-4-ethyl-3H-1,2,4-triazol-3-one). The product is S1C(=CC=C1)C=1N(C(N(N1)C)=O)C (5-(2-Thienyl)-2,4-dihydro-2,4-dimethyl-3H-1,2,4-triazol-3-one). As a reaction SMILES: [S:1]1[CH:5]=[CH:4][CH:3]=[C:2]1[C:6]1[N:7]([CH3:12])[C:8](=[O:11])[NH:9][N:10]=1.Cl[C:14]1C=CC(C2N(CC)C(=O)NN=2)=CC=1>>[S:1]1[CH:5]=[CH:4][CH:3]=[C:2]1[C:6]1[N:7]([CH3:12])[C:8](=[O:11])[N:9]([CH3:14])[N:10]=1. Procedure details: When, in the procedure of Example 7, 5-(2-thienyl)-2,4-dihydro -4-methyl-3H-1,2,4-triazol-3-one is substituted for 5-(4-chlorophenyl)-2,4-dihydro-4-ethyl-3H-1,2,4-triazol-3-one, the title compound is obtained. Mp 108°-110° C. Reaction SMILES: [SH:1][C:2]1[S:3][C:4]2[CH:10]=[CH:9][CH:8]=[CH:7][C:5]=2[N:6]=1.[CH2:11]=O.[CH2:13]([CH:15]([CH2:26][CH2:27][CH2:28][CH3:29])[CH2:16][NH:17][CH2:18][CH:19]([CH2:24][CH3:25])[CH2:20][CH2:21][CH2:22][CH3:23])[CH3:14]>CO>[CH2:24]([CH:19]([CH2:20][CH2:21][CH2:22][CH3:23])[CH2:18][N:17]([CH2:11][N:6]1[C:5]2[CH:7]=[CH:8][CH:9]=[CH:10][C:4]=2[S:3][C:2]1=[S:1])[CH2:16][CH:15]([CH2:13][CH3:14])[CH2:26][CH2:27][CH2:28][CH3:29])[CH3:25]. The yield is 97.9%. Starting materials: C=O (formaldehyde), SC=1SC2=C(N1)C=CC=C2 (2-mercaptobenzothiazole), C(C)C(CNCC(CCCC)CC)CCCC (bis(2-ethylhexyl)amine). Reported procedure: To a suspension of 250.8 g (1.5 moles) of 2-mercaptobenzothiazole in 1500 ml of methanol are added 112.8 ml (1.5 moles) of 37% aqueous formaldehyde, followed by the dropwise addition, with stirring, of 362.4 g (1.5 moles) of bis(2-ethylhexyl)amine. The mixture is stirred for 15 hours at 50° C. and then concentrated by evaporation in vacuo, affording as residue 618 g of 3-[bis(2-ethylhexyl)aminomethyl]benzothiazoline-2-thione as a reddish brown oil Reaction conditions: temperature 50 celsius, time 15 hour. Product: C(C)C(CN(CC(CCCC)CC)CN1C(SC2=C1C=CC=C2)=S)CCCC (3-[bis(2-ethylhexyl)aminomethyl]benzothiazoline-2-thione). Run in CO (methanol). Reactants: Cc1nc(N)sc1C(=O)NCc1ccccc1, CN(C)c1ccccn1, ClCCl, C1CCOC1, O=C(Cl)CCCCc1ccccc1, c1ccncc1. The product is Cc1nc(NC(=O)CCCCc2ccccc2)sc1C(=O)NCc1ccccc1. As a reaction SMILES: [CH2:1]([c:2]1[cH:3][cH:4][cH:5][cH:6][cH:7]1)[NH:8][C:9](=[O:10])[c:11]1[c:12]([CH3:17])[n:13][c:14]([NH2:16])[s:15]1.[CH3:24][N:25]([c:26]1[cH:27][cH:28][cH:29][cH:30][n:31]1)[CH3:32].[Cl:51][CH2:52][Cl:53].[O:46]1[CH2:47][CH2:48][CH2:49][CH2:50]1.[c:33]1([CH2:39][CH2:40][CH2:41][CH2:42][C:43](=[O:44])[Cl:45])[cH:34][cH:35][cH:36][cH:37][cH:38]1.[cH:18]1[cH:19][cH:20][n:21][cH:22][cH:23]1>>[CH2:1]([c:2]1[cH:3][cH:4][cH:5][cH:6][cH:7]1)[NH:8][C:9](=[O:10])[c:11]1[c:12]([CH3:17])[n:13][c:14]([NH:16][C:43]([CH2:42][CH2:41][CH2:40][CH2:39][c:33]2[cH:34][cH:35][cH:36][cH:37][cH:38]2)=[O:44])[s:15]1. The reactants are CC1(CN2C(CO1)=C(C=N2)N)C (6,6-dimethyl-6,7-dihydro-4H-pyrazolo[5,1-c][1,4]oxazin-3-amine), ClC1=NC=C(C(=N1)NC)C(F)(F)F (2-chloro-N-methyl-5-(trifluoromethyl)pyrimidin-4-amine). Run in CC(C)(C)O (t-BuOH). Conditions: temperature 100 celsius. The product is CC1(CN2C(CO1)=C(C=N2)NC2=NC=C(C(=N2)NC)C(F)(F)F)C (N2-(6,6-dimethyl-6,7-dihydro-4H-pyrazolo[5,1-c][1,4]oxazin-3-yl)-N4-methyl-5-(trifluoromethyl)pyrimidine-2,4-diamine). Yield: 35.6%. As a reaction SMILES: [CH3:1][C:2]1([CH3:12])[O:7][CH2:6][C:5]2=[C:8]([NH2:11])[CH:9]=[N:10][N:4]2[CH2:3]1.Cl[C:14]1[N:19]=[C:18]([NH:20][CH3:21])[C:17]([C:22]([F:25])([F:24])[F:23])=[CH:16][N:15]=1>CC(O)(C)C>[CH3:1][C:2]1([CH3:12])[O:7][CH2:6][C:5]2=[C:8]([NH:11][C:14]3[N:19]=[C:18]([NH:20][CH3:21])[C:17]([C:22]([F:25])([F:23])[F:24])=[CH:16][N:15]=3)[CH:9]=[N:10][N:4]2[CH2:3]1. Procedure details: A microwave vial equipped with a magnetic stirrer was charged with 6,6-dimethyl-6,7-dihydro-4H-pyrazolo[5,1-c][1,4]oxazin-3-amine (13 mg, 0.078 mmol), 2-chloro-N-methyl-5-(trifluoromethyl)pyrimidin-4-amine (20 mg, 0.095 mmol), and t-BuOH (0.5 mL). The mixture was heated at 100° C. under microwave irradiation for 15 min. After concentration, the residue was purified by prep-HPLC to give the title compound (9.5 mg, 36%). 1H NMR (500 MHz, CDCl3) δ 8.09 (s, 1H), 7.67 (s, 1H), 6.79 (s, 1H), 5.18 (s, ... Starting materials: CCN(CC)S(F)(F)F (DAST), OCCNC(=O)[C@@H](C)NC(=O)C1=CN(C2=NC=C(N=C21)C2=NN(C1=CC(=CC=C21)F)C)COCC[Si](C)(C)C (2-(6-fluoro-1-methyl-1H-indazol-3-yl)-5-(2-trimethylsilanylethoxymethyl)-5H-pyrrolo[2,3-b]pyrazine-7-carboxylic acid [(R)-1-(2-hydroxy-ethylcarbamoyl)-ethyl]-amide), C([O-])([O-])=O.[K+].[K+] (potassium carbonate). Run in ClCCl (dichloromethane). Conditions: temperature -76 celsius, time 6 hour. Yields the product O1C(=NCC1)[C@@H](C)NC(=O)C1=CN(C2=NC=C(N=C21)C2=NN(C1=CC(=CC=C21)F)C)COCC[Si](C)(C)C (2-(6-fluoro-1-methyl-1H-indazol-3-yl)-5-(2-trimethylsilanyl-ethoxymethyl)-5H-pyrrolo[2,3-b]pyrazine-7-carboxylic acid [(R)-1-(4,5-dihydro-oxazol-2-yl)-ethyl]-amide). Isolated yield 69.5%. Reaction SMILES: [OH:1][CH2:2][CH2:3][NH:4][C:5]([C@H:7]([NH:9][C:10]([C:12]1[C:20]2[C:15](=[N:16][CH:17]=[C:18]([C:21]3[C:29]4[C:24](=[CH:25][C:26]([F:30])=[CH:27][CH:28]=4)[N:23]([CH3:31])[N:22]=3)[N:19]=2)[N:14]([CH2:32][O:33][CH2:34][CH2:35][Si:36]([CH3:39])([CH3:38])[CH3:37])[CH:13]=1)=[O:11])[CH3:8])=O.CCN(S(F)(F)F)CC.C(=O)([O-])[O-].[K+].[K+]>ClCCl>[O:1]1[CH2:2][CH2:3][N:4]=[C:5]1[C@H:7]([NH:9][C:10]([C:12]1[C:20]2[C:15](=[N:16][CH:17]=[C:18]([C:21]3[C:29]4[C:24](=[CH:25][C:26]([F:30])=[CH:27][CH:28]=4)[N:23]([CH3:31])[N:22]=3)[N:19]=2)[N:14]([CH2:32][O:33][CH2:34][CH2:35][Si:36]([CH3:38])([CH3:37])[CH3:39])[CH:13]=1)=[O:11])[CH3:8] |f:2.3.4|. Procedure details: In a round-bottomed flask, 2-(6-fluoro-1-methyl-1H-indazol-3-yl)-5-(2-trimethylsilanylethoxymethyl)-5H-pyrrolo[2,3-b]pyrazine-7-carboxylic acid [(R)-1-(2-hydroxy-ethylcarbamoyl)-ethyl]-amide (126 mg, 0.23 mmol) was dissolved in dichloromethane (2.2 ml). The solution was cooled to −76° C. and DAST (45 μl, 0.34 mmol) was added. The pale yellow reaction mixture was stirred at −76° C. for 6 h then anhydrous potassium carbonate (64 mg, 0.46 mmol) was added in one portion. The reaction mixture was all...